Dataset: the Open Reaction Database (ORD), a public repository of structured organic reaction records. Task: describe an organic reaction: reactants, conditions, products, and yield Reactants: IC1=CC2=C(NC(=NS2(=O)=O)CC(=O)O)C=C1 ((7-Iodo-1,1-dioxo-1,4-dihydro-1λ6-benzo[1,2,4]thiadiazin-3-yl)-acetic acid), Cl.CN(CCCN=C=NCC)C (1-(3-dimethylaminopropyl)-3-ethylcarbodiimide hydrochloride), CN1CCOCC1 (N-methylmorpholine), C(C)OC(=O)[C@@H]1[C@H]2CC[C@@H]([C@@H]1NCCC(C)C)C2 ((1S,2R,3S,4R)-3-(3-Methyl-butylamino)-bicyclo[2.2.1]heptane-2-carboxylic acid ethyl ester), Cl (hydrochloric acid). Run in CN(C=O)C (N,N-dimethylformamide). Conditions: temperature 25 celsius, time 16 hour. Yields the product crude product, C(C)OC(=O)[C@@H]1[C@H]2CC[C@@H]([C@@H]1N(CCC(C)C)C(CC1=NS(C3=C(N1)C=CC(=C3)I)(=O)=O)=O)C2 ((1S,2R,3S,4R)-3-[[2-(7-iodo-1,1-dioxo-1,4-dihydro-1λ6-benzo[1,2,4]thiadiazin-3-yl)-acetyl]-(3-methyl-butyl)-amino]-bicyclo[2.2.1]heptane-2-carboxylic acid ethyl ester). Reaction SMILES: [I:1][C:2]1[CH:17]=[CH:16][C:5]2[NH:6][C:7]([CH2:12][C:13]([OH:15])=O)=[N:8][S:9](=[O:11])(=[O:10])[C:4]=2[CH:3]=1.[CH2:18]([O:20][C:21]([C@H:23]1[C@@H:28]([NH:29][CH2:30][CH2:31][CH:32]([CH3:34])[CH3:33])[C@H:27]2[CH2:35][C@@H:24]1[CH2:25][CH2:26]2)=[O:22])[CH3:19].Cl.CN(C)CCCN=C=NCC.CN1CCOCC1.Cl>CN(C)C=O>[CH2:18]([O:20][C:21]([C@H:23]1[C@@H:28]([N:29]([C:13](=[O:15])[CH2:12][C:7]2[NH:6][C:5]3[CH:16]=[CH:17][C:2]([I:1])=[CH:3][C:4]=3[S:9](=[O:10])(=[O:11])[N:8]=2)[CH2:30][CH2:31][CH:32]([CH3:34])[CH3:33])[C@H:27]2[CH2:35][C@@H:24]1[CH2:25][CH2:26]2)=[O:22])[CH3:19] |f:2.3|. Procedure: (7-Iodo-1,1-dioxo-1,4-dihydro-1λ6-benzo[1,2,4]thiadiazin-3-yl)-acetic acid (prepared as described in US patent application US 2008/0031852, 0.2 g, 0.546 mmol) was dissolved in anhydrous N,N-dimethylformamide (5 mL). (1S,2R,3S,4R)-3-(3-Methyl-butylamino)-bicyclo[2.2.1]heptane-2-carboxylic acid ethyl ester (prepared as described in Example 22a, 0.138 g, 0.546 mmol) was added followed by 1-(3-dimethylaminopropyl)-3-ethylcarbodiimide hydrochloride (0.11 g, 0.573 mmol). Then N-methylmorpholine (0.116... Reactants: BrC=1SC2=C(N1)C=C(C(=C2C2=CC=C(C=C2)Cl)OC)C (2-bromo-7-(4-chlorophenyl)-6-methoxy-5-methylbenzo[d]thiazole), CC1(OB(OC1(C)C)C=C(C)C)C (4,4,5,5-tetramethyl-2-(2-methylprop-1-enyl)-1,3,2-dioxaborolane), [O-]P(=O)([O-])[O-].[K+].[K+].[K+] (K3PO4). The reagents and catalysts are C1=CC=C(C=C1)P([C-]2C=CC=C2)C3=CC=CC=C3.C1=CC=C(C=C1)P([C-]2C=CC=C2)C3=CC=CC=C3.Cl[Pd]Cl.[Fe+2] (PdCl2(dppf)). Run in COCCOC (DME), O (H2O). The product is ClC1=CC=C(C=C1)C1=C(C(=CC=2N=C(SC21)C=C(C)C)C)OC (7-(4-chlorophenyl)-6-methoxy-5-methyl-2-(2-methylprop-1-enyl)benzo[d]thiazole). Reaction SMILES: Br[C:2]1[S:3][C:4]2[C:10]([C:11]3[CH:16]=[CH:15][C:14]([Cl:17])=[CH:13][CH:12]=3)=[C:9]([O:18][CH3:19])[C:8]([CH3:20])=[CH:7][C:5]=2[N:6]=1.[CH3:21][C:22]1([CH3:33])[C:26](C)(C)OB(C=C(C)C)O1.[O-]P([O-])([O-])=O.[K+].[K+].[K+]>COCCOC.O.C1C=CC(P(C2C=CC=CC=2)[C-]2C=CC=C2)=CC=1.C1C=CC(P(C2C=CC=CC=2)[C-]2C=CC=C2)=CC=1.Cl[Pd]Cl.[Fe+2]>[Cl:17][C:14]1[CH:15]=[CH:16][C:11]([C:10]2[C:4]3[S:3][C:2]([CH:21]=[C:22]([CH3:33])[CH3:26])=[N:6][C:5]=3[CH:7]=[C:8]([CH3:20])[C:9]=2[O:18][CH3:19])=[CH:12][CH:13]=1 |f:2.3.4.5,8.9.10.11|. Reported procedure: The mixture of 2-bromo-7-(4-chlorophenyl)-6-methoxy-5-methylbenzo[d]thiazole (8C) (0.153 g, 0.417 mmol), 4,4,5,5-tetramethyl-2-(2-methylprop-1-enyl)-1,3,2-dioxaborolane (0.256 ml, 1.24 mmol), K3PO4 (0.35 g, 1.66 mmol), PdCl2(dppf) (45 mg, 0.062 mmol) in DME (1 ml) and H2O (0.5 ml) was reacted in microwave at 120° C. for 0.5 h. The reaction mixture was washed by water, extracted by EtOAc. The organic phase was combined, dried over MgSO4, filtered, concentrated down and purified by silica gel colu... Starting materials: CCc1cc(C(C)(C)C)c(COC(=O)[O-])cc1[N+](=O)[O-], CO, [K+], [OH-], O. Yields the product CCc1cc(C(C)(C)C)c(O)cc1[N+](=O)[O-]. As a reaction SMILES: [C:1](=[O:2])([O-:3])[O:19][CH2:20][c:4]1[c:5]([C:15]([CH3:16])([CH3:17])[CH3:18])[cH:6][c:7]([CH2:13][CH3:14])[c:8]([N+:10](=[O:11])[O-:12])[cH:9]1.[CH3:24][OH:25].[K+:22].[OH-:21].[OH2:23]>>[c:4]1([OH:21])[c:5]([C:15]([CH3:16])([CH3:17])[CH3:18])[cH:6][c:7]([CH2:13][CH3:14])[c:8]([N+:10](=[O:11])[O-:12])[cH:9]1. Reactants: C(C)OC1=C(C(=C(C=C1)C1=C(C(=C(C=C1)CC=O)F)F)F)F (2-(4′-ethoxy-2,2′,3,3′-tetrafluorobiphenyl-4-yl)acetoaldehyde), CC(=O)C.OS(=O)(=O)O.O=[Cr](=O)=O (Jones reagent), C(C)(C)O (isopropyl alcohol). Solvent: CC(=O)C (acetone). Reaction conditions: time 2 hour. Product: C(C)OC1=C(C(=C(C=C1)C1=C(C(=C(C=C1)CC(=O)O)F)F)F)F (2-(4′-ethoxy-2,2′,3,3′-tetrafluorobiphenyl-4-yl)acetic acid). Isolated yield 75.2%. As a reaction SMILES: [CH2:1]([O:3][C:4]1[CH:9]=[CH:8][C:7]([C:10]2[CH:15]=[CH:14][C:13]([CH2:16][CH:17]=[O:18])=[C:12]([F:19])[C:11]=2[F:20])=[C:6]([F:21])[C:5]=1[F:22])[CH3:2].CC(C)=[O:25].OS(O)(=O)=O.O=[Cr](=O)=O.C(O)(C)C>CC(C)=O>[CH2:1]([O:3][C:4]1[CH:9]=[CH:8][C:7]([C:10]2[CH:15]=[CH:14][C:13]([CH2:16][C:17]([OH:25])=[O:18])=[C:12]([F:19])[C:11]=2[F:20])=[C:6]([F:21])[C:5]=1[F:22])[CH3:2] |f:1.2.3|. Procedure details: 2-(4′-Ethoxy-2,2′,3,3′-tetrafluorobiphenyl-4-yl)acetoaldehyde (9) (17.2 g) prepared in the seventh step was dissolved in acetone (150 ml) and the solution was cooled on an ice bath. The Jones reagent (2.67M; 35 ml) was added to the solution. After 2 hours of stirring, isopropyl alcohol (10 ml) was added, and the stirring was continued for 30 minutes. The reaction mixture was filtered through Celite, and water (200 ml) and ethyl acetate (100 ml) were added to filtrate to give two layers. The wate... The reactants are OCCCCN1C(NC(C1=O)(C)C)(C)C (3-(4-hydroxybutyl)-2,2,5,5-tetramethylimidazolidin-4-one), C(C)(C)(C)OCl (tert-butylhypochlorite). Run in CO (methanol). Run at temperature 0 celsius, time 1 hour. Product: ClN1C(N(C(C1(C)C)=O)CCCCO)(C)C (1-chloro-3-(4-hydroxybutyl)-2,2,5,5-tetramethylimidazolidin-4-one). Isolated yield 29.5%. RXN SMILES: [OH:1][CH2:2][CH2:3][CH2:4][CH2:5][N:6]1[C:10](=[O:11])[C:9]([CH3:13])([CH3:12])[NH:8][C:7]1([CH3:15])[CH3:14].C(O[Cl:21])(C)(C)C>CO>[Cl:21][N:8]1[C:9]([CH3:13])([CH3:12])[C:10](=[O:11])[N:6]([CH2:5][CH2:4][CH2:3][CH2:2][OH:1])[C:7]1([CH3:15])[CH3:14]. Reported procedure: To a 0° C. solution of 3-(4-hydroxybutyl)-2,2,5,5-tetramethylimidazolidin-4-one, (622 mg, 2.9 mmol) in methanol (80 ml) was added tert-butylhypochlorite (473 mg, 4.4 mmol). The mixture was stirred for 1 hour at 0° C. The reaction mixture was concentrated in vacuo, and crude material is purified by silica gel flash chromatography (0 to 15% methanol in dichloromethane) to give 213 mg (30%) of the title compound. 1H NMR (400 MHz, D2O) δ 3.74-3.66 (m, 2H), 3.34-3.30 (m, 2H), 2.08 (s, 1H), 1.78-1.71 ... The reactants are C(C)(C)(C)OC(=O)N1CCC(CC1)NC1=CC(=CC=C1)C1=NC(=NC=C1)Cl (4-[3-(2-Chloro-pyrimidin-4-yl)-phenylamino]-piperidine-1-carboxylic acid tert-butyl ester), NCCC=1C=CC(=C(C1)O)OC (5-(2-Amino-ethyl)-2-methoxy-phenol), 420. The product is COC1=C(C=C(C=C1)CCNC1=NC=CC(=N1)C1=CC(=CC=C1)NC1CCNCC1)O (2-Methoxy-5-(2-{4-[3-(piperidin-4-ylamino)-phenyl]-pyrimidin-2-ylamino}-ethyl)-phenol). As a reaction SMILES: C(OC([N:8]1[CH2:13][CH2:12][CH:11]([NH:14][C:15]2[CH:20]=[CH:19][CH:18]=[C:17]([C:21]3[CH:26]=[CH:25][N:24]=[C:23](Cl)[N:22]=3)[CH:16]=2)[CH2:10][CH2:9]1)=O)(C)(C)C.[NH2:28][CH2:29][CH2:30][C:31]1[CH:32]=[CH:33][C:34]([O:38][CH3:39])=[C:35]([OH:37])[CH:36]=1>>[CH3:39][O:38][C:34]1[CH:33]=[CH:32][C:31]([CH2:30][CH2:29][NH:28][C:23]2[N:22]=[C:21]([C:17]3[CH:18]=[CH:19][CH:20]=[C:15]([NH:14][CH:11]4[CH2:10][CH2:9][NH:8][CH2:13][CH2:12]4)[CH:16]=3)[CH:26]=[CH:25][N:24]=2)=[CH:36][C:35]=1[OH:37]. Reported procedure: Intermediate 7 was coupled with 5-(2-Amino-ethyl)-2-methoxy-phenol following procedure F and the resulting product deprotected following procedure G. LC-MS showed the product had the expected M+H+ of 420. 1H NMR (Varian 300 MHz, CD3OD, shifts relative to the solvent peak at 3.3 ppm) δ 8.3 (d, 1H) 7.0-7.6 (m, 8H) 4.95 (m, 1H) 3.89 (m, 1H) 3.7 (m, 1H) 3.4 (m, 2H) 2.9-3.3 (m, 5H) 2.2-2.3 (m, 2H) 1.95 (m, 2H) 1.6-1.8 (m, 2H). Starting materials: CNC1=CC=CC=C1 (N-methylaniline), ICCO (2-Iodoethanol), C(C)(C)N(CC)C(C)C (diisopropylethylamine). Solvent: C(C)#N (ACN). Product: compound, CN(CCO)C1=CC=CC=C1 (2-(methyl(phenyl)amino)ethanol). The yield is 60.0%. RXN SMILES: [CH3:1][NH:2][C:3]1[CH:8]=[CH:7][CH:6]=[CH:5][CH:4]=1.I[CH2:10][CH2:11][OH:12].C(N(C(C)C)CC)(C)C>C(#N)C>[CH3:1][N:2]([C:3]1[CH:8]=[CH:7][CH:6]=[CH:5][CH:4]=1)[CH2:10][CH2:11][OH:12]. Procedure: N-methylaniline (5 mls, 0.05 mol) was reacted with 2-Iodoethanol (3.599 mls, 0.05 mol) and diisopropylethylamine (8.039 mls, 0.05 mol) in ACN at 70° C. for 16 hours. The solvent was evaporated and the residue was purified by silica gel column chromatography with hexane/EtOAc to provide the compound as a yellow orange oil, 2a (4.48 g, 0.03 mol, 64.5% yield). 1H NMR (400 MHz, Chloroform-d) δ 7.27-7.15 (m, 2H), 6.81-6.67 (m, 3H), 3.74 (t, J=5.8 Hz, 2H), 3.42 (t, J=5.8 Hz, 2H), 2.92 (s, 3H). Reactants: BrC(=C)C(F)(F)F (2-bromo-3,3,3-trifluoropropene), C([O-])([O-])=O.[K+].[K+] (potassium carbonate), 1,3-bis(2,6-diisopropylphenyl)imidazole-2-ilidene (1,4-naphthoquinone) palladium (0), BrC=1C=C(C=C(C1)Cl)C(F)(F)F (3-bromo-5-chlorobenzotrifluoride), COB(OC)OC (trimethoxyborane). Run in O (water), CCCCCC (hexane), C(CCC)[Li] (n-butyl lithium), C(C)(C)(C)OC (tert-butylmethyl ether), O1CCCC1 (tetrahydrofuran). Yields the product ClC=1C=C(C=C(C1)C(F)(F)F)C(=C)C(F)(F)F (3-chloro-5-trifluoromethyl-1-(1-trifluoromethylethenyl)benzene). Isolated yield 54.5%. Reaction SMILES: Br[C:2]1[CH:3]=[C:4]([C:9]([F:12])([F:11])[F:10])[CH:5]=[C:6]([Cl:8])[CH:7]=1.COB(OC)OC.Br[C:21]([C:23]([F:26])([F:25])[F:24])=[CH2:22].C(=O)([O-])[O-].[K+].[K+]>CCCCCC.C([Li])CCC.O1CCCC1.O.C(OC)(C)(C)C>[Cl:8][C:6]1[CH:7]=[C:2]([C:21]([C:23]([F:26])([F:25])[F:24])=[CH2:22])[CH:3]=[C:4]([C:9]([F:12])([F:11])[F:10])[CH:5]=1 |f:3.4.5|. Procedure details: In a solution of 2.60 g of 3-bromo-5-chlorobenzotrifluoride and 1.2 mL of tert-butylmethyl ether in 25 mL of hexane, 6.38 mL of n-butyl lithium (1.6M hexane solution) was added dropwise at −10° C. with stirring, and stirred at the same temperature for 30 minutes. Then, a solution of 1.09 g of trimethoxyborane in 10 mL of tetrahydrofuran was added dropwise. After the completion of the addition dropwise, it was stirred at the same temperature further for 10 minutes and then the temperature was rai... Product: CN1C(=O)C(C)(C)c2ccc(O)cc21. The reactants are BrB(Br)Br, COc1ccc2c(c1)N(C)C(=O)C2(C)C, ClCCl. As a reaction SMILES: [B:16]([Br:17])([Br:18])[Br:19].[CH3:1][O:2][c:3]1[cH:4][cH:5][c:6]2[c:10]([cH:11]1)[N:9]([CH3:12])[C:8](=[O:13])[C:7]2([CH3:14])[CH3:15].[Cl:20][CH2:21][Cl:22]>>[OH:2][c:3]1[cH:4][cH:5][c:6]2[c:10]([cH:11]1)[N:9]([CH3:12])[C:8](=[O:13])[C:7]2([CH3:14])[CH3:15]. Reactants: C(C)(C)(C)OC(=O)N1C(CCC1C=CC=1C=C(C=CC1)C)C(=O)N1[C@@H](CCC1)C#N (2-(2-(S)-cyano-pyrrolidine-1-carbonyl)-5-(R/S)-(2-m-tolyl-vinyl)-pyrrolidine-1-carboxylic acid tert-butyl ester), C(C)(C)(C)OC(=O)N1C(CCC1C=CC1=CC=CC=C1)C(=O)N1[C@@H](CCC1)C#N (2-(2-(S)-cyano-pyrrolidine-1-carbonyl)-5-(R/S)-(2-phenyl-vinyl)-pyrrolidine-1-carboxylic acid tert-butyl ester). Yields the product C1(=CC=CC=C1)CCC1CC[C@H](N1)C(=O)N1[C@@H](CCC1)C#N ((2S)-1-((5R/S)-5-(2-phenylethyl)-L-prolyl)pyrrolidine-2-carbonitrile). Reaction SMILES: C(OC([N:8]1[CH:12]([CH:13]=[CH:14][C:15]2[CH:16]=[C:17](C)[CH:18]=[CH:19][CH:20]=2)[CH2:11][CH2:10][CH:9]1[C:22]([N:24]1[CH2:28][CH2:27][CH2:26][C@H:25]1[C:29]#[N:30])=[O:23])=O)(C)(C)C.C(OC(N1C(C=CC2C=CC=CC=2)CCC1C(N1CCC[C@H]1C#N)=O)=O)(C)(C)C>>[C:15]1([CH2:14][CH2:13][CH:12]2[NH:8][C@H:9]([C:22]([N:24]3[CH2:28][CH2:27][CH2:26][C@H:25]3[C:29]#[N:30])=[O:23])[CH2:10][CH2:11]2)[CH:16]=[CH:17][CH:18]=[CH:19][CH:20]=1. Procedure: The title compound was synthesized by substituting 2-(2-(S)-cyano-pyrrolidine-1-carbonyl)-5-(R/S)-(2-m-tolyl-vinyl)-pyrrolidine-1-carboxylic acid tert-butyl ester in Example 36 with 2-(2-(S)-cyano-pyrrolidine-1-carbonyl)-5-(R/S)-(2-phenyl-vinyl)-pyrrolidine-1-carboxylic acid tert-butyl ester. 1H NMR (500 MHz, MeOH-d4) δ 1.83 (m, 1H), 1.99 (m, 2H), 2.26 (m, 6 H), 2.65 (m, 1H), 2.77 (m, 2H), 3.64 (dd, J=7.02, 6.39 Hz, 2H), 3.76 (m, 1H), 4.58 (t, J=8.26 Hz, 1H), 4.83 (dd, J=7.95, 4.52 Hz, 1H), 7.25...